Dataset: the Open Reaction Database (ORD), a public repository of structured organic reaction records. Task: describe an organic reaction: reactants, conditions, products, and yield Reactants: [H][H] (Hydrogen), CCCCCC.C(C)(=O)OCC (hexane ethyl acetate), FC=1C(=NC(=NC1)NC1=CC=C(C=C1)OCOCCOC)NC1=CC(=CC=C1)[N+](=O)[O-] (5-fluoro-N2-(4-((2-methoxyethoxy)methoxy)phenyl)-N4-(3-nitrophenyl)pyrimidine-2,4-diamine). The reagents and catalysts are [Pd] (Pd/C). Run in CO (methanol). Conditions: time 8 hour. Yields the product NC=1C=C(C=CC1)NC1=NC(=NC=C1F)NC1=CC=C(C=C1)OCOCCOC (N4-(3-aminophenyl)-5-fluoro-N2-(4-((2-methoxyethoxy)methoxy)phenyl)pyrimidine-2,4-diamine). The yield is 80.6%. As a reaction SMILES: [F:1][C:2]1[C:3]([NH:22][C:23]2[CH:28]=[CH:27][CH:26]=[C:25]([N+:29]([O-])=O)[CH:24]=2)=[N:4][C:5]([NH:8][C:9]2[CH:14]=[CH:13][C:12]([O:15][CH2:16][O:17][CH2:18][CH2:19][O:20][CH3:21])=[CH:11][CH:10]=2)=[N:6][CH:7]=1.[H][H].CCCCCC.C(OCC)(=O)C>CO.[Pd]>[NH2:29][C:25]1[CH:24]=[C:23]([NH:22][C:3]2[C:2]([F:1])=[CH:7][N:6]=[C:5]([NH:8][C:9]3[CH:14]=[CH:13][C:12]([O:15][CH2:16][O:17][CH2:18][CH2:19][O:20][CH3:21])=[CH:11][CH:10]=3)[N:4]=2)[CH:28]=[CH:27][CH:26]=1 |f:2.3|. Procedure details: To a suspension of Pd/C (0.2 g) in methanol (20 mL), 5-fluoro-N2-(4-((2-methoxyethoxy)methoxy)phenyl)-N4-(3-nitrophenyl)pyrimidine-2,4-diamine (0.40 g) was added under nitrogen atmosphere into the autoclave at room temperature. Hydrogen pressure (70 psi) was applied and the reaction mixture was stirred overnight at room temperature. The reaction was monitored on TLC using hexane:ethyl acetate (4:6) as mobile phase. After completion, the reaction mixture was filtered using Celite and the filter c... Reactants: CC1=C(CC=2N=CNC2)C(=CC=C1)C (4-(2',6'-dimethylbenzyl)-imidazole), CI (methyliodide), [OH-].[Na+] (sodium hydroxide). The reagents and catalysts are S(=O)(=O)(O)[O-].C(CCC)[N+](CCCC)(CCCC)CCCC (tetrabutylammoniumhydrogensulfate). Run in C1(=CC=CC=C1)C (toluene). Conditions: temperature 70 celsius, time 2 hour. The product is CC1=C(CC=2N=CN(C2)C)C(=CC=C1)C (4-(2',6'-dimethylbenzyl)-1-methylimidazole). As a reaction SMILES: [CH3:1][C:2]1[CH:13]=[CH:12][CH:11]=[C:10]([CH3:14])[C:3]=1[CH2:4][C:5]1[N:6]=[CH:7][NH:8][CH:9]=1.[CH3:15]I.[OH-].[Na+]>S([O-])(O)(=O)=O.C([N+](CCCC)(CCCC)CCCC)CCC.C1(C)C=CC=CC=1>[CH3:1][C:2]1[CH:13]=[CH:12][CH:11]=[C:10]([CH3:14])[C:3]=1[CH2:4][C:5]1[N:6]=[CH:7][N:8]([CH3:15])[CH:9]=1 |f:2.3,4.5|. Reported procedure: 3.0 g of 4-(2',6'-dimethylbenzyl)-imidazole, 40 ml of toluene, 3.0 g of methyliodide, 0.14 g of tetrabutylammoniumhydrogensulfate and 40 ml of 48% sodium hydroxide are mixed. The mixture is stirred vigorously for 2 hours at 70° C., after which the mixture is cooled and filtered. The toluene layer is separated from the mother liquid, after which it is washed with water and evaporated to dryness. The residue is a mixture of 4-(2',6'-dimethylbenzyl)-3-methylimidazole and 4-(2',6'-dimethylbenzyl)-1-... The reactants are N1=CC=CC=C1 (pyridine), COCC(=O)Cl (methoxyacetyl chloride), Cl (HCl), OC(C(CC1N(C(OC1)(C)C)C(=O)OC(C)(C)C)C(C)C)C=1C=C2C(=CN(C2=CC1)C)CCCOC (tert-butyl 4-(2-{hydroxy-[3-(3-methoxypropyl)-1-methyl-1H-indol-5-yl]methyl}-3-methylbutyl)-2,2-dimethyloxazolidine-3-carboxylate). Reagents/catalysts: CN(C1=CC=NC=C1)C (4-dimethylaminopyridine). Solvent: C1(=CC=CC=C1)C (toluene). Run at temperature 0 celsius, time 3.5 hour. Yields the product COCC(=O)OC(C(CC1N(C(OC1)(C)C)C(=O)OC(C)(C)C)C(C)C)C=1C=C2C(=CN(C2=CC1)C)CCCOC (tert-Butyl 4-(2-{(2-methoxyacetoxy)-[3-(3-methoxypropyl)-1-methyl-1H-indol-5-yl]methyl}-3-methylbutyl)-2,2-dimethyloxazolidine-3-carboxylate), SiO2. As a reaction SMILES: [OH:1][CH:2]([C:22]1[CH:23]=[C:24]2[C:28](=[CH:29][CH:30]=1)[N:27]([CH3:31])[CH:26]=[C:25]2[CH2:32][CH2:33][CH2:34][O:35][CH3:36])[CH:3]([CH:19]([CH3:21])[CH3:20])[CH2:4][CH:5]1[CH2:9][O:8][C:7]([CH3:11])([CH3:10])[N:6]1[C:12]([O:14][C:15]([CH3:18])([CH3:17])[CH3:16])=[O:13].N1C=CC=CC=1.[CH3:43][O:44][CH2:45][C:46](Cl)=[O:47].Cl>C1(C)C=CC=CC=1.CN(C)C1C=CN=CC=1>[CH3:43][O:44][CH2:45][C:46]([O:1][CH:2]([C:22]1[CH:23]=[C:24]2[C:28](=[CH:29][CH:30]=1)[N:27]([CH3:31])[CH:26]=[C:25]2[CH2:32][CH2:33][CH2:34][O:35][CH3:36])[CH:3]([CH:19]([CH3:21])[CH3:20])[CH2:4][CH:5]1[CH2:9][O:8][C:7]([CH3:11])([CH3:10])[N:6]1[C:12]([O:14][C:15]([CH3:16])([CH3:17])[CH3:18])=[O:13])=[O:47]. Reported procedure: A solution of 2.48 g of tert-butyl 4-(2-{hydroxy-[3-(3-methoxypropyl)-1-methyl-1H-indol-5-yl]methyl}-3-methylbutyl)-2,2-dimethyloxazolidine-3-carboxylate (diastereomer mixture) in 70 ml of toluene is admixed at 0° C. successively with 1.04 ml of pyridine, 1.11 ml of methoxyacetyl chloride and 0.62 g of 4-dimethylaminopyridine. The reaction mixture is stirred at 0° C. over 3.5 hours. The resulting mixture is poured onto 0.1N HCl (cold) and extracted with tert-butyl methyl ether (2×). The combined... The product is O=C(Nc1ccc(Cl)cn1)c1sccc1NC(=O)C1CCC(N2CCOCC2=O)CC1. Starting materials: C[Al](C)C, CCCCCC, ClC(Cl)Cl, Cl, Nc1ccc(Cl)cn1, COC(=O)c1sccc1NC(=O)C1CCC(N2CCOCC2=O)CC1. RXN SMILES: [CH3:15][Al:16]([CH3:17])[CH3:18].[CH3:9][CH2:10][CH2:11][CH2:12][CH2:13][CH3:14].[CH:45]([Cl:46])([Cl:47])[Cl:48].[ClH:44].[NH2:1][c:2]1[n:3][cH:4][c:5]([Cl:8])[cH:6][cH:7]1.[O:19]=[C:20]1[CH2:21][O:22][CH2:23][CH2:24][N:25]1[CH:26]1[CH2:27][CH2:28][CH:29]([C:32](=[O:33])[NH:34][c:35]2[c:36]([C:40](=[O:41])[O:42][CH3:43])[s:37][cH:38][cH:39]2)[CH2:30][CH2:31]1>>[NH:1]([c:2]1[n:3][cH:4][c:5]([Cl:8])[cH:6][cH:7]1)[C:40]([c:36]1[c:35]([NH:34][C:32]([CH:29]2[CH2:28][CH2:27][CH:26]([N:25]3[C:20](=[O:19])[CH2:21][O:22][CH2:23][CH2:24]3)[CH2:31][CH2:30]2)=[O:33])[cH:39][cH:38][s:37]1)=[O:41]. The reactants are FC1=C(C=CC=C1)[N+](=O)[O-] (1-fluoro-2-nitrobenzene), ClC=1C=C2CCNC2=CC1 (5-chloroindoline), C(Cl)(Cl)Cl (chloroform). Solvent: O (water). Conditions: time 8 hour. Yields the product ClC=1C=C2CCN(C2=CC1)C1=C(C=CC=C1)[N+](=O)[O-] (5-chloro-1-(2-nitrophenyl)indoline). As a reaction SMILES: F[C:2]1[CH:7]=[CH:6][CH:5]=[CH:4][C:3]=1[N+:8]([O-:10])=[O:9].[Cl:11][C:12]1[CH:13]=[C:14]2[C:18](=[CH:19][CH:20]=1)[NH:17][CH2:16][CH2:15]2.C(Cl)(Cl)Cl>O>[Cl:11][C:12]1[CH:13]=[C:14]2[C:18](=[CH:19][CH:20]=1)[N:17]([C:2]1[CH:7]=[CH:6][CH:5]=[CH:4][C:3]=1[N+:8]([O-:10])=[O:9])[CH2:16][CH2:15]2. Procedure details: A solution of 32.3 g of 1-fluoro-2-nitrobenzene and 92.2 g of 5-chloroindoline are stirred at 120° C. under N2 overnight (20 hours). The mixture is cooled, and stirred vigorously in a two phase chloroform and water system. The undissolved material is filtered off and the organic phase is then separated, washed with 3 N--HCl, water, dried over Na2SO4, and concentrated to an oil which is dried further in vacuo at 90° C. This is taken up in isopropyl ether and refrigerated overnight to provide 5-ch...